Dataset: the Open Reaction Database (ORD), a public repository of structured organic reaction records. Task: describe an organic reaction: reactants, conditions, products, and yield Starting materials: CC([C@@H](C(=O)NC)NC(=O)N1N=C(C=2CN(CCC21)C)C2=C(C=C(C(=C2)F)F)F)(C)C ((S)-N-(3,3-dimethyl-1-(methylamino)-1-oxobutan-2-yl)-5-methyl-3-(2,4,5-trifluorophenyl)-4,5,6,7-tetrahydro-1H-pyrazolo[4,3-c]pyridine-1-carboxamide), ClC=1C=CC(=C(C1)C1=NNC2=C1N(CCC2)C(=O)OC(C)(C)C)F (tert-butyl 3-(5-chloro-2-fluorophenyl)-6,7-dihydro-1H-pyrazolo[4,3-b]pyridine-4(5H)-carboxylate), N[C@H](C(=O)NCCO)C(C)(C)C ((S)-2-amino-N-(2-hydroxyethyl)-3,3-dimethylbutanamide). Product: ClC=1C=CC(=C(C1)C1=NN(C2=C1N(CCC2)C)C(=O)N[C@H](C(=O)NCCO)C(C)(C)C)F ((S)-3-(5-chloro-2-fluorophenyl)-N-(1-(2-hydroxyethylamino)-3,3-dimethyl-1-oxobutan-2-yl)-4-methyl-4,5,6,7-tetrahydro-1H-pyrazolo[4,3-b]pyridine-1-carboxamide). Reaction SMILES: [CH3:1][C:2]([CH3:31])([CH3:30])[C@H:3]([NH:8][C:9](N1C2CCN(C)CC=2C(C2C=C(F)C(F)=CC=2F)=N1)=[O:10])[C:4]([NH:6][CH3:7])=[O:5].[Cl:32][C:33]1[CH:34]=[CH:35][C:36]([F:55])=[C:37]([C:39]2[C:43]3[N:44]([C:48](OC(C)(C)C)=O)[CH2:45][CH2:46][CH2:47][C:42]=3[NH:41][N:40]=2)[CH:38]=1.N[C@@H](C(C)(C)C)[C:58](NCCO)=[O:59]>>[Cl:32][C:33]1[CH:34]=[CH:35][C:36]([F:55])=[C:37]([C:39]2[C:43]3[N:44]([CH3:48])[CH2:45][CH2:46][CH2:47][C:42]=3[N:41]([C:9]([NH:8][C@@H:3]([C:2]([CH3:1])([CH3:30])[CH3:31])[C:4]([NH:6][CH2:7][CH2:58][OH:59])=[O:5])=[O:10])[N:40]=2)[CH:38]=1. Procedure details: Compound 94 was prepared according to the procedure for the synthesis of compound 37 by replacing intermediate 19 with intermediate 20D, and replacing tert-leucine methylamide with intermediate 23. LCMS (+ESI) m/z=466.3 [M+H]+. 1H NMR (CDCl3) δ 7.80 (d, J=8.9 Hz, 1H), 7.62-7.65 (m, 1H), 7.32-7.37 (m, 1H), 7.10 (t, J=9.0 Hz, 1H), 4.14 (d, J=8.9 Hz, 1H), 3.71 (br, 2H), 3.42-3.46 (m, 2H), 3.02-3.06 (m, 2H), 2.96 (br, 2H), 2.41 (s, 3H), 1.92 (br, 2H), 1.06 (s, 9H). Purity: 99%. Starting materials: C(CC)C1=C(C(=CC=C1)C(C)(C)C)O (2-n-propyl-6-t-butylphenol), C(C)(=O)Cl (acetyl chloride). Product: C(CC)C1=C(C(=CC(=C1)C(C)=O)C(C)(C)C)O (2n-propyl-4-acetyl-6-t-butylphenol). As a reaction SMILES: [CH2:1]([C:4]1[CH:9]=[CH:8][CH:7]=[C:6]([C:10]([CH3:13])([CH3:12])[CH3:11])[C:5]=1[OH:14])[CH2:2][CH3:3].[C:15](Cl)(=[O:17])[CH3:16]>>[CH2:1]([C:4]1[CH:9]=[C:8]([C:15](=[O:17])[CH3:16])[CH:7]=[C:6]([C:10]([CH3:13])([CH3:12])[CH3:11])[C:5]=1[OH:14])[CH2:2][CH3:3]. Procedure: Intermediate 2-n-propyl-6-t-butylphenol is reacted with acetyl chloride, using the conditions outlined in Example 3 above, to give 2n-propyl-4-acetyl-6-t-butylphenol. This compound is then converted to 2-n-propyl-4-(6'-heptynoyl)-6-t-butylphenol according to the following procedure: Reactants: C(C)(=O)O (acetic acid), O (water), [BH4-].[Na+] (Sodium borohydride), ClC=1C=C(C=CC1Cl)C(C=O)CCOC1OCCCC1 (2-(3,4-dichlorophenyl)-4-(tetrahydropyran-2-yloxy)butan-1-al). Solvent: CC(C)O (2-propanol), ClCCl (dichloromethane). Run at time 8 hour. Product: ClC=1C=C(C=CC1Cl)C(CO)CCOC1OCCCC1 (2-(3,4-dichlorophenyl)-4-(tetrahydropyran-2-yloxy)butan-1-ol). The yield is 85.8%. RXN SMILES: [BH4-].[Na+].[Cl:3][C:4]1[CH:5]=[C:6]([CH:11]([CH2:14][CH2:15][O:16][CH:17]2[CH2:22][CH2:21][CH2:20][CH2:19][O:18]2)[CH:12]=[O:13])[CH:7]=[CH:8][C:9]=1[Cl:10].C(O)(=O)C.O>CC(O)C.ClCCl>[Cl:3][C:4]1[CH:5]=[C:6]([CH:11]([CH2:14][CH2:15][O:16][CH:17]2[CH2:22][CH2:21][CH2:20][CH2:19][O:18]2)[CH2:12][OH:13])[CH:7]=[CH:8][C:9]=1[Cl:10] |f:0.1|. Procedure: Sodium borohydride (2.03 g) was added portionwise to a solution of 2-(3,4-dichlorophenyl)-4-(tetrahydropyran-2-yloxy)butan-1-al (17.02 g) (see Preparation 27) in 2-propanol (250 ml). The mixture was stirred at room temperature overnight and glacial acetic acid (4 ml) carefully added, followed by addition of water (2 ml). The solvent was removed under reduced pressure to give a residue which was dissolved in dichloromethane and washed sequentially with water, dilute aqueous sodium hydrogen carbon... Reactants: CC(=O)OCCCCCC1Cc2cc(OC(C)=O)ccc2C2CCC3(C)C(=O)CCC3C12, COC(OC)OC, ClCCl, OCCO, Cc1ccc(S(=O)(=O)O)cc1. The product is CC(=O)OCCCCCC1Cc2cc(OC(C)=O)ccc2C2CCC3(C)C(CCC34OCCO4)C12. Reaction SMILES: [C:1]([CH3:2])(=[O:3])[O:4][c:5]1[cH:6][c:7]2[c:20]([cH:21][cH:22]1)[CH:19]1[CH:10]([CH:9]([CH2:24][CH2:25][CH2:26][CH2:27][CH2:28][O:29][C:30]([CH3:31])=[O:32])[CH2:8]2)[CH:11]2[CH2:12][CH2:13][C:14](=[O:23])[C:15]2([CH3:16])[CH2:17][CH2:18]1.[CH:37]([O:38][CH3:39])([O:40][CH3:41])[O:42][CH3:43].[Cl:55][CH2:56][Cl:57].[OH:33][CH2:34][CH2:35][OH:36].[c:44]1([CH3:45])[cH:46][cH:47][c:48]([S:49]([OH:50])(=[O:51])=[O:52])[cH:53][cH:54]1>>[C:1]([CH3:2])(=[O:3])[O:4][c:5]1[cH:6][c:7]2[c:20]([cH:21][cH:22]1)[CH:19]1[CH:10]([CH:9]([CH2:24][CH2:25][CH2:26][CH2:27][CH2:28][O:29][C:30]([CH3:31])=[O:32])[CH2:8]2)[CH:11]2[CH2:12][CH2:13][C:14]3([C:15]2([CH3:16])[CH2:17][CH2:18]1)[O:23][CH2:35][CH2:34][O:33]3.